Dataset: the Open Reaction Database (ORD), a public repository of structured organic reaction records. Task: describe an organic reaction: reactants, conditions, products, and yield Reactants: ClC1=CC(=C(C=C1)C=1N(N=CC1CN1C(C=2C(C1=O)=CC=CC2)=O)C)C(C2=C(C=CC=C2)F)=O (3-[4-chloro-2-(2-fluoro-benzoyl)-phenyl]-4-phthalimidomethyl-2-methyl-pyrazole), N (ammonia). Solvent: CO (methanol). Reaction conditions: time 2 day. Product: ClC1=CC2=C(C3=C(CN=C2C2=C(C=CC=C2)F)C=NN3C)C=C1 (8-chloro-6-(2-fluorophenyl)-1-methyl-1H,4H-pyrazolo [4,3-d](2) benzazepine). Reaction SMILES: [Cl:1][C:2]1[CH:7]=[CH:6][C:5]([C:8]2[N:9]([CH3:25])[N:10]=[CH:11][C:12]=2[CH2:13][N:14]2C(=O)C3=CC=CC=C3C2=O)=[C:4]([C:26](=O)[C:27]2[CH:32]=[CH:31][CH:30]=[CH:29][C:28]=2[F:33])[CH:3]=1.N>CO>[Cl:1][C:2]1[CH:7]=[CH:6][C:5]2[C:8]3[N:9]([CH3:25])[N:10]=[CH:11][C:12]=3[CH2:13][N:14]=[C:26]([C:27]3[CH:32]=[CH:31][CH:30]=[CH:29][C:28]=3[F:33])[C:4]=2[CH:3]=1. Reported procedure: A solution of 0.33 g of 3-[4-chloro-2-(2-fluoro-benzoyl)-phenyl]-4-phthalimidomethyl-2-methyl-pyrazole in 20 ml of methanol is saturated with ammonia and allowed to stand at room temperature for 2 days. The residue obtained after removal of solvent is treated with water and then extracted with diethyl ether. The ether extract is washed with a diluted aqueous sodium hydroxide solution, water and a saturated solution of sodium chloride in water and dried over sodium sulfate. Removal of ether yield... The reactants are COC1=CC=C(CN(C2=NC=C(C=N2)C=2C3=C(N=C(N2)N2CCOCC2)NCC3)CC3=CC=C(C=C3)OC)C=C1 (bis-(4-methoxy-benzyl)-[5-(2-morpholin-4-yl-6,7-dihydro-5H-pyrrolo[2,3-d]pyrimidin-4-yl)-pyrimidin-2-yl]-amine), N1=CC=CC=C1 (pyridine), C(C)N1CCN(CC1)C(=O)C1=CC(=C(C(=C1)F)NC(=O)N1CCC2=C1N=C(N=C2C=2C=NC(=NC2)N(CC2=CC=C(C=C2)OC)CC2=CC=C(C=C2)OC)N2CCOCC2)F (4-{2-[bis-(4-methoxy-benzyl)-amino]-pyrimidin-5-yl}-2-morpholin-4-yl-5,6-dihydro-pyrrolo[2,3-d]pyrimidine-7-carboxylic acid [4-(4-ethyl-piperazine-1-carbonyl)-2,6-difluoro-phenyl]-amide), NC1=C(C=C(C=C1F)C(=O)N1CCN(CC1)CC)F ((4-amino-3,5-difluoro-phenyl)-(4-ethyl-piperazin-1-yl)-methanone), NC1=C(C=C(C=C1F)C(=O)N1CCN(CC1)CC)F ((4-Amino-3,5-difluoro-phenyl)-(4-ethyl-piperazin-1-yl)-methanone), C(C)(=O)N[C@@H](CS)C(=O)O (N-acetylcysteine), ClC(Cl)(OC(OC(Cl)(Cl)Cl)=O)Cl (triphosgene). Solvent: ClCCl (dichloromethane), C(=O)(C(F)(F)F)O (TFA). Run at time 1 hour. The product is C(C)N1CCN(CC1)C(=O)C1=CC(=C(C(=C1)F)NC(=O)N1CCC2=C1N=C(N=C2C=2C=NC(=NC2)N)N2CCOCC2)F (4-(2-Amino-pyrimidin-5-yl)-2-morpholin-4-yl-5,6-dihydro-pyrrolo[2,3-d]pyrimidine-7-carboxylic acid [4-(4-ethyl-piperazine-1-carbonyl)-2,6-difluoro-phenyl]-amide). Yield: 51.0%. Reaction SMILES: COC1C=CC(CN(CC2C=CC(OC)=CC=2)C2N=CC(C3C4CCNC=4N=C(N4CCOCC4)N=3)=CN=2)=CC=1.N1C=CC=CC=1.ClC(Cl)(O[C:51](=O)[O:52][C:53](Cl)(Cl)Cl)Cl.NC1C(F)=CC(C(N2CCN(CC)CC2)=O)=CC=1F.[CH2:78]([N:80]1[CH2:85][CH2:84][N:83]([C:86]([C:88]2[CH:93]=[C:92]([F:94])[C:91]([NH:95][C:96]([N:98]3[C:102]4[N:103]=[C:104]([N:132]5[CH2:137]COC[CH2:133]5)[N:105]=[C:106]([C:107]5[CH:108]=[N:109][C:110]([N:113](CC6C=CC(OC)=CC=6)CC6C=CC(OC)=CC=6)=[N:111][CH:112]=5)[C:101]=4[CH2:100][CH2:99]3)=[O:97])=[C:90]([F:138])[CH:89]=2)=[O:87])[CH2:82][CH2:81]1)[CH3:79].C(N[C@H](C(O)=O)CS)(=O)C>ClCCl.C(O)(C(F)(F)F)=O>[CH2:78]([N:80]1[CH2:85][CH2:84][N:83]([C:86]([C:88]2[CH:89]=[C:90]([F:138])[C:91]([NH:95][C:96]([N:98]3[C:102]4[N:103]=[C:104]([N:132]5[CH2:137][CH2:51][O:52][CH2:53][CH2:133]5)[N:105]=[C:106]([C:107]5[CH:112]=[N:111][C:110]([NH2:113])=[N:109][CH:108]=5)[C:101]=4[CH2:100][CH2:99]3)=[O:97])=[C:92]([F:94])[CH:93]=2)=[O:87])[CH2:82][CH2:81]1)[CH3:79]. Procedure: To a solution of bis-(4-methoxy-benzyl)-[5-(2-morpholin-4-yl-6,7-dihydro-5H-pyrrolo[2,3-d]pyrimidin-4-yl)-pyrimidin-2-yl]-amine (2.50 g, 4.63 mmol) in dichloromethane (50 ml), pyridine (749 ml, 9.27 mmol) was added, and triphosgene (2.75 g, 9.27 mmol) was added under ice cooling. After stirring at room temperature for 1 hour, the solvent was distilled off under reduced pressure. To this, dichloroethane (100 ml) was added, and (4-amino-3,5-difluoro-phenyl)-(4-ethyl-piperazin-1-yl)-methanone (4.99... Reactants: CNC(=S)C1C(C(OC2=C1C=C(C=C2)[N+](=O)[O-])(C)C)O (N-methyl-6-nitro-3,4-dihydro-3-hydroxy-2,2-dimethyl-2H-1-benzopyran-4-carbothioamide), C1(=CC=C(C=C1)S(=O)(=O)Cl)C (p-toluenesulfonyl chloride). Solvent: N1=CC=CC=C1 (pyridine). Product: CNC(=O)C1=CC(OC2=C1C=C(C=C2)[N+](=O)[O-])(C)C (N-methyl-6-nitro-2,2-dimethyl-2H-1-benzopyran-4-carboxamide). The yield is 67.3%. RXN SMILES: [CH3:1][NH:2][C:3]([CH:5]1[C:10]2[CH:11]=[C:12]([N+:15]([O-:17])=[O:16])[CH:13]=[CH:14][C:9]=2[O:8][C:7]([CH3:19])([CH3:18])[CH:6]1O)=S.C1(C)C=CC(S(Cl)(=O)=[O:28])=CC=1>N1C=CC=CC=1>[CH3:1][NH:2][C:3]([C:5]1[C:10]2[CH:11]=[C:12]([N+:15]([O-:17])=[O:16])[CH:13]=[CH:14][C:9]=2[O:8][C:7]([CH3:19])([CH3:18])[CH:6]=1)=[O:28]. Procedure details: A mixture of 0.42 g of N-methyl-6-nitro-3,4-dihydro-3-hydroxy-2,2-dimethyl-2H-1-benzopyran-4-carbothioamide, 0.58 g of p-toluenesulfonyl chloride, and 30 ml of pyridine was heated under reflux for 3 hours. The reaction mixture was concentrated, and 2N hydrochloric acid was added to the residue. The mixture was extracted with dichloromethane, and the extract was dried over magnesium sulfate. The residue was purified by silica gel column chromatography (CH2Cl2) and then recrystalllzed from ethyl a... Starting materials: ClC1=CC=C(C=C1)C(N1CC(C1)COC1=CC(=C(C(=O)O)C=C1C1CC1)F)C1=CC=CC=C1 (4-((1-((4-chlorophenyl)(phenyl)methyl)azetidin-3-yl)-methoxy)-5-cyclopropyl-2-fluorobenzoic acid), CS(=O)(=O)N (methanesulfonamide), CCN=C=NCCCN(C)C (EDCI). The reagents and catalysts are CN(C)C=1C=CN=CC1 (DMAP). Run in C(Cl)Cl (DCM), CCOC(=O)C (EtOAc). Reaction conditions: temperature 25 celsius, time 16 hour. The product is ClC1=CC=C(C=C1)C(N1CC(C1)COC1=CC(=C(C(=O)NS(=O)(=O)C)C=C1C1CC1)F)C1=CC=CC=C1 (4-((1-((4-chlorophenyl)(phenyl)methyl)azetidin-3-yl)methoxy)-5-cyclopropyl-2-fluoro-N-(methylsulfonyl)benzamide). Isolated yield 18.4%. RXN SMILES: [Cl:1][C:2]1[CH:7]=[CH:6][C:5]([CH:8]([C:28]2[CH:33]=[CH:32][CH:31]=[CH:30][CH:29]=2)[N:9]2[CH2:12][CH:11]([CH2:13][O:14][C:15]3[C:23]([CH:24]4[CH2:26][CH2:25]4)=[CH:22][C:18]([C:19](O)=[O:20])=[C:17]([F:27])[CH:16]=3)[CH2:10]2)=[CH:4][CH:3]=1.[CH3:34][S:35]([NH2:38])(=[O:37])=[O:36].CCN=C=NCCCN(C)C>CN(C1C=CN=CC=1)C.C(Cl)Cl.CCOC(C)=O>[Cl:1][C:2]1[CH:7]=[CH:6][C:5]([CH:8]([C:28]2[CH:33]=[CH:32][CH:31]=[CH:30][CH:29]=2)[N:9]2[CH2:12][CH:11]([CH2:13][O:14][C:15]3[C:23]([CH:24]4[CH2:26][CH2:25]4)=[CH:22][C:18]([C:19]([NH:38][S:35]([CH3:34])(=[O:37])=[O:36])=[O:20])=[C:17]([F:27])[CH:16]=3)[CH2:10]2)=[CH:4][CH:3]=1. Procedure: A mixture of 4-((1-((4-chlorophenyl)(phenyl)methyl)azetidin-3-yl)-methoxy)-5-cyclopropyl-2-fluorobenzoic acid (50 mg, 0.11 mmol), methanesulfonamide (15 mg, 0.16 mmol), EDCI (31 mg, 0.16 mmol) and DMAP (20 mg, 0.16 mmol) in DCM (20 mL) was stirred at 25° C. for 16 h. The reaction mixture was diluted with EtOAc (100 mL), washed with HCl (2.0 M, 20 mL) and brine (50×2 mL), dried over anhydrous sodium sulfate, filtered and concentrated. The residue was purified by reverse phase Combiflash (35%-38% ...